This data is from the Open Reaction Database (ORD), a public repository of structured organic reaction records. The task is: describe an organic reaction: reactants, conditions, products, and yield Starting materials: B, COC(=O)C(CC(=O)O)OC(C)=O, CSC, C1CCOC1, O=C(O)CC(O)(CC(=O)O)C(=O)O. Yields the product COC(=O)C(CCO)OC(C)=O. RXN SMILES: [BH3:4].[C:5]([CH3:6])(=[O:7])[O:8][CH:9]([CH2:10][C:11](=[O:12])[OH:13])[C:14](=[O:15])[O:16][CH3:17].[CH3:1][S:2][CH3:3].[O:31]1[CH2:32][CH2:33][CH2:34][CH2:35]1.[OH:18][C:19]([CH2:20][C:21]([C:22](=[O:23])[OH:24])([CH2:25][C:26](=[O:27])[OH:28])[OH:29])=[O:30]>>[C:5]([CH3:6])(=[O:7])[O:8][CH:9]([CH2:10][CH2:11][OH:12])[C:14](=[O:15])[O:16][CH3:17]. Starting materials: CON(C(C(CC1=CC=C(C=C1)Cl)C1=CC=CC=C1)=O)C (N-Methoxy-N-methyl-3-(4-chlorophenyl)-2-phenylpropanamide), C[Mg]Br (methylmagnesium bromide). The solvent is O1CCCC1 (tetrahydrofuran). Run at temperature 0 celsius, time 2 hour. Yields the product ClC1=CC=C(C=C1)CC(C(C)=O)C1=CC=CC=C1 (4-(4-Chlorophenyl)-3-phenyl-2-butanone). Reaction SMILES: CON(C)[C:4](=[O:20])[CH:5]([C:14]1[CH:19]=[CH:18][CH:17]=[CH:16][CH:15]=1)[CH2:6][C:7]1[CH:12]=[CH:11][C:10]([Cl:13])=[CH:9][CH:8]=1.[CH3:22][Mg]Br>O1CCCC1>[Cl:13][C:10]1[CH:11]=[CH:12][C:7]([CH2:6][CH:5]([C:14]2[CH:19]=[CH:18][CH:17]=[CH:16][CH:15]=2)[C:4](=[O:20])[CH3:22])=[CH:8][CH:9]=1. Procedure details: To a solution of N-methoxy-N-methyl-3-(4-chlorophenyl)-2-phenylpropanamide (Step C, 16 g, 53 mmol, dried by azeotroping with toluene) in anhydrous tetrahydrofuran (200 mL) at 0° C. was added methylmagnesium bromide (3 M in ether, 35 mL, 0.11 mol). After stirring at 0° C. for 2 h, the reaction was quenched with methanol (5 mL) and 2 M hydrochloric acid (50 mL). The volatile materials were removed by concentrating on a rotary evaporator and the residue partitioned between saturated ammonium chlori... The reactants are CC(C)([O-])C.[K+] (Potassium tert-butoxide), C(C)(=O)NC=1C(=C(C(=O)OC)C(=CC1)[N+](=O)[O-])C#CCCCOC1OCCCC1 (methyl 3-acetylamino-6-nitro-2-[5-(tetrahydropyran-2-yloxy)-pent-1-ynyl]benzoate), C(C)(=O)NC=1C(=C(C(=O)OC)C(=CC1)[N+](=O)[O-])C#CCCCOC1OCCCC1 (methyl 3-acetylamino-6-nitro-2-[5-(tetrahydropyran-2-yloxy)-pent-1-ynyl]benzoate). Run in CN1C(CCC1)=O (N-methyl-2-pyrrolidone), C(C)(=O)OCC (ethyl acetate). Conditions: temperature 70 celsius. Yields the product [N+](=O)([O-])C1=C(C=2C=C(NC2C=C1)CCCOC1OCCCC1)C(=O)OC (methyl 5-nitro-2-[3-(tetrahydropyran-2-yloxy)-propyl]-1H-indole-4-carboxylate). Yield: 84.5%. Reaction SMILES: CC(C)([O-])C.[K+].C([NH:10][C:11]1[C:12]([C:24]#[C:25][CH2:26][CH2:27][CH2:28][O:29][CH:30]2[CH2:35][CH2:34][CH2:33][CH2:32][O:31]2)=[C:13]([C:18]([N+:21]([O-:23])=[O:22])=[CH:19][CH:20]=1)[C:14]([O:16][CH3:17])=[O:15])(=O)C>CN1CCCC1=O.C(OCC)(=O)C>[N+:21]([C:18]1[CH:19]=[CH:20][C:11]2[NH:10][C:25]([CH2:26][CH2:27][CH2:28][O:29][CH:30]3[CH2:35][CH2:34][CH2:33][CH2:32][O:31]3)=[CH:24][C:12]=2[C:13]=1[C:14]([O:16][CH3:17])=[O:15])([O-:23])=[O:22] |f:0.1|. Procedure: Potassium tert-butoxide (0.230 g) was added to a solution of methyl 3-acetylamino-6-nitro-2-[5-(tetrahydropyran-2-yloxy)-pent-1-ynyl]benzoate (Intermediate 23, 0.70 g) in anhydrous N-methyl-2-pyrrolidone (18 mL) and the reaction mixture was heated at 70° C. for 1 hour. After cooling, the mixture was diluted with ethyl acetate, washed with water and brine, dried (MgSO4) and filtered. The filtrate was concentrated in vacuo to give methyl 5-nitro-2-[3-(tetrahydropyran-2-yloxy)-propyl]-1H-indole-4-c... The product is Cc1ccc(Br)cc1I. RXN SMILES: [BrH:10].[Cu:16]([Br:17])[Br:18].[I:1][c:2]1[cH:3][c:4]([NH2:9])[cH:5][cH:6][c:7]1[CH3:8].[N:11]([O-:12])=[O:13].[Na+:14].[OH2:15]>>[I:1][c:2]1[cH:3][c:4]([Br:10])[cH:5][cH:6][c:7]1[CH3:8]. Starting materials: Br, Br[Cu]Br, Cc1ccc(N)cc1I, O=N[O-], [Na+], O. Reactants: COc1ccc(C(OC(C)=O)C(C)N2CCC(n3c(=O)n(C(C)=O)c4ccccc43)CC2)cc1OC, CO, ClC(Cl)Cl, [O-][Cl+3]([O-])([O-])[O-], [O-][Cl+3]([O-])([O-])[O-], [Mg+2], O. The product is COc1ccc(C(OC(C)=O)C(C)N2CCC(n3c(=O)[nH]c4ccccc43)CC2)cc1OC. As a reaction SMILES: [C:1]([CH3:2])(=[O:3])[O:4][CH:5]([CH:6]([CH3:7])[N:8]1[CH2:9][CH2:10][CH:11]([n:14]2[c:15](=[O:26])[n:16]([C:23](=[O:24])[CH3:25])[c:17]3[c:18]2[cH:19][cH:20][cH:21][cH:22]3)[CH2:12][CH2:13]1)[c:27]1[cH:28][c:29]([O:35][CH3:36])[c:30]([O:33][CH3:34])[cH:31][cH:32]1.[CH3:53][OH:54].[CH:49]([Cl:50])([Cl:51])[Cl:52].[Cl+3:37]([O-:38])([O-:39])([O-:40])[O-:41].[Cl+3:43]([O-:44])([O-:45])([O-:46])[O-:47].[Mg+2:42].[OH2:48]>>[C:1]([CH3:2])(=[O:3])[O:4][CH:5]([CH:6]([CH3:7])[N:8]1[CH2:9][CH2:10][CH:11]([n:14]2[c:15](=[O:26])[nH:16][c:17]3[c:18]2[cH:19][cH:20][cH:21][cH:22]3)[CH2:12][CH2:13]1)[c:27]1[cH:28][c:29]([O:35][CH3:36])[c:30]([O:33][CH3:34])[cH:31][cH:32]1. The reactants are ClC1=CC=C(CN2C(=C(C3=CC(=CC=C23)O)C)CC(C(=O)OC)(C)C)C=C1 (methyl 3-[1-(4-chlorobenzyl)-3-methyl-5-hydroxyindol-2-yl]-2,2-dimethylpropanoate), BrCC=1SC2=C(N1)C=CC=C2 (2-bromomethylbenzothiazole), C(=O)([O-])[O-].[Cs+].[Cs+] (Cs2CO3). Solvent: CC#N (CH3CN), CN(C)C=O (DMF). Yields the product ClC1=CC=C(CN2C(=C(C3=CC(=CC=C23)OCC=2SC3=C(N2)C=CC=C3)C)CC(C(=O)OC)(C)C)C=C1 (Methyl 3-[1-(4-chlorobenzyl)-3-methyl-5-(benzothiazol-2-ylmethoxy)indol-2-yl]-2,2-dimethylpropanoate). As a reaction SMILES: [Cl:1][C:2]1[CH:27]=[CH:26][C:5]([CH2:6][N:7]2[C:15]3[C:10](=[CH:11][C:12]([OH:16])=[CH:13][CH:14]=3)[C:9]([CH3:17])=[C:8]2[CH2:18][C:19]([CH3:25])([CH3:24])[C:20]([O:22][CH3:23])=[O:21])=[CH:4][CH:3]=1.Br[CH2:29][C:30]1[S:31][C:32]2[CH:38]=[CH:37][CH:36]=[CH:35][C:33]=2[N:34]=1.C([O-])([O-])=O.[Cs+].[Cs+]>CC#N.CN(C=O)C>[Cl:1][C:2]1[CH:27]=[CH:26][C:5]([CH2:6][N:7]2[C:15]3[C:10](=[CH:11][C:12]([O:16][CH2:29][C:30]4[S:31][C:32]5[CH:38]=[CH:37][CH:36]=[CH:35][C:33]=5[N:34]=4)=[CH:13][CH:14]=3)[C:9]([CH3:17])=[C:8]2[CH2:18][C:19]([CH3:24])([CH3:25])[C:20]([O:22][CH3:23])=[O:21])=[CH:4][CH:3]=1 |f:2.3.4|. Procedure details: A solution of methyl 3-[1-(4-chlorobenzyl)-3-methyl-5-hydroxyindol-2-yl]-2,2-dimethylpropanoate (Preparation 1) (200 mg), 2-bromomethylbenzothiazole (147 mg), Cs2CO3 (263 mg) in 3 mL CH3CN and 3 mL DMF was stirred at 60° C. for 4 hours. The mixture was poured onto water, extracted with EtOAc, washed twice with brine, dried (MgSO4), and evaporated. Chromatography of the residue on silica gel eluting with hexane/EtOAc 4:1 provided the title compound as a solid.